Task: describe an organic reaction: reactants, conditions, products, and yield. Dataset: the Open Reaction Database (ORD), a public repository of structured organic reaction records The reactants are COc1ccc(CCN2CCCCC(CCl)C2)cc1OC, COc1cc2c(cc1OC)CC(=O)NCC2. The product is COc1ccc(CCN2CCCCC(CN3CCc4cc(OC)c(OC)cc4CC3=O)C2)cc1OC, Cl. Reaction SMILES: [CH3:17][O:18][c:19]1[cH:20][c:21]([CH2:27][CH2:28][N:29]2[CH2:30][CH:31]([CH2:36][Cl:37])[CH2:32][CH2:33][CH2:34][CH2:35]2)[cH:22][cH:23][c:24]1[O:25][CH3:26].[CH3:1][O:2][c:3]1[cH:4][c:5]2[c:6]([cH:13][c:14]1[O:15][CH3:16])[CH2:7][C:8](=[O:12])[NH:9][CH2:10][CH2:11]2>>[CH3:1][O:2][c:3]1[cH:4][c:5]2[c:6]([cH:13][c:14]1[O:15][CH3:16])[CH2:7][C:8](=[O:12])[N:9]([CH2:36][CH:31]1[CH2:30][N:29]([CH2:28][CH2:27][c:21]3[cH:20][c:19]([O:18][CH3:17])[c:24]([O:25][CH3:26])[cH:23][cH:22]3)[CH2:35][CH2:34][CH2:33][CH2:32]1)[CH2:10][CH2:11]2.[ClH:37].